From a dataset of the Open Reaction Database (ORD), a public repository of structured organic reaction records. describe an organic reaction: reactants, conditions, products, and yield The reactants are O=C([O-])[O-], CO, CC(C)c1ccc(COC(=O)N2CCCC(c3cccc(OC(C)(C)C(=O)OCc4ccccc4)c3)C2)cc1, [K+], [K+], O. Yields the product CC(C)c1ccc(COC(=O)N2CCCC(c3cccc(OC(C)(C)C(=O)O)c3)C2)cc1. As a reaction SMILES: [C:40](=[O:41])([O-:42])[O-:43].[CH3:46][OH:47].[CH:1]([CH3:2])([CH3:3])[c:4]1[cH:5][cH:6][c:7]([CH2:8][O:9][C:10](=[O:11])[N:12]2[CH2:13][CH:14]([c:18]3[cH:19][c:20]([O:24][C:25]([CH3:26])([CH3:27])[C:28](=[O:29])[O:30][CH2:31][c:32]4[cH:33][cH:34][cH:35][cH:36][cH:37]4)[cH:21][cH:22][cH:23]3)[CH2:15][CH2:16][CH2:17]2)[cH:38][cH:39]1.[K+:44].[K+:45].[OH2:48]>>[CH:1]([CH3:2])([CH3:3])[c:4]1[cH:5][cH:6][c:7]([CH2:8][O:9][C:10](=[O:11])[N:12]2[CH2:13][CH:14]([c:18]3[cH:19][c:20]([O:24][C:25]([CH3:26])([CH3:27])[C:28](=[O:29])[OH:30])[cH:21][cH:22][cH:23]3)[CH2:15][CH2:16][CH2:17]2)[cH:38][cH:39]1. The reactants are BrC=1C(=NC=C(C1)C(NC1=CC=C(C=C1)OC(F)(F)F)=O)N1C[C@@H](CC1)NC(OC(C)(C)C)=O ((R)-tert-butyl (1-(3-bromo-5-((4-(trifluoromethoxy)phenyl)carbamoyl)pyridin-2-yl)pyrrolidin-3-yl)carbamate), CC1=CC=C(C=N1)B(O)O ((6-methylpyridin-3-yl)boronic acid). Yields the product N[C@H]1CN(CC1)C1=NC=C(C=C1C=1C=NC(=CC1)C)C(=O)NC1=CC=C(C=C1)OC(F)(F)F ((R)-2-(3-Aminopyrrolidin-1-yl)-6′-methyl-N-(4-(trifluoromethoxy)phenyl)-[3,3′-bipyridine]-5-carboxamide). As a reaction SMILES: Br[C:2]1[C:3]([N:22]2[CH2:26][CH2:25][C@@H:24]([NH:27]C(=O)OC(C)(C)C)[CH2:23]2)=[N:4][CH:5]=[C:6]([C:8](=[O:21])[NH:9][C:10]2[CH:15]=[CH:14][C:13]([O:16][C:17]([F:20])([F:19])[F:18])=[CH:12][CH:11]=2)[CH:7]=1.[CH3:35][C:36]1[N:41]=[CH:40][C:39](B(O)O)=[CH:38][CH:37]=1>>[NH2:27][C@@H:24]1[CH2:25][CH2:26][N:22]([C:3]2[C:2]([C:39]3[CH:40]=[N:41][C:36]([CH3:35])=[CH:37][CH:38]=3)=[CH:7][C:6]([C:8]([NH:9][C:10]3[CH:15]=[CH:14][C:13]([O:16][C:17]([F:20])([F:19])[F:18])=[CH:12][CH:11]=3)=[O:21])=[CH:5][N:4]=2)[CH2:23]1. Procedure: The title compound was prepared in an analogous fashion to that described in Example 93 using (R)-tert-butyl (1-(3-bromo-5-((4-(trifluoromethoxy)phenyl)carbamoyl)pyridin-2-yl)pyrrolidin-3-yl)carbamate (Stage 93.1) and (6-methylpyridin-3-yl)boronic acid. LC-MS (Condition 6) tR=0.79 min, m/z=458.0 [M+H]+. The reactants are C(C)(C)NC1=C2N=CN(C2=NC=N1)[C@@H]1O[C@@H]([C@@H]2[C@H]1OC(O2)(C)C)C(=O)O ((3aS,4S,6R,6aR)-6-(6-isopropylamino-purin-9-yl)-2,2-dimethyl-tetrahydro-furo[3,4-d][1,3]dioxole-4-carboxylic acid), C(C)OC1N(C2=CC=CC=C2C=C1)C(=O)OCC (2-ethoxy-N-ethoxycarbonyl-1,2-dihydroquinoline). The solvent is CO (methanol). The product is COC(=O)[C@H]1O[C@H]([C@@H]2OC(O[C@@H]21)(C)C)N2C1=NC=NC(=C1N=C2)NC(C)C ((3aS,4S,6R,6aR)-6-(6-Isopropylamino-purin-9-yl)-2,2-dimethyl-tetrahydro-furo[3,4-d][1,3]dioxole-4-carboxylic Acid Methyl Ester). Isolated yield 75.1%. Reaction SMILES: [CH:1]([NH:4][C:5]1[N:13]=[CH:12][N:11]=[C:10]2[C:6]=1[N:7]=[CH:8][N:9]2[C@H:14]1[C@@H:18]2[O:19][C:20]([CH3:23])([CH3:22])[O:21][C@@H:17]2[C@@H:16]([C:24]([OH:26])=[O:25])[O:15]1)([CH3:3])[CH3:2].[CH2:27](OC1C=CC2C(=CC=CC=2)N1C(OCC)=O)C>CO>[CH3:27][O:25][C:24]([C@@H:16]1[C@@H:17]2[C@@H:18]([O:19][C:20]([CH3:22])([CH3:23])[O:21]2)[C@H:14]([N:9]2[CH:8]=[N:7][C:6]3[C:10]2=[N:11][CH:12]=[N:13][C:5]=3[NH:4][CH:1]([CH3:3])[CH3:2])[O:15]1)=[O:26]. Procedure: A mixture of (3aS,4S,6R,6aR)-6-(6-isopropylamino-purin-9-yl)-2,2-dimethyl-tetrahydro-furo[3,4-d][1,3]dioxole-4-carboxylic acid (4.82 g) and 2-ethoxy-N-ethoxycarbonyl-1,2-dihydroquinoline (EEDQ, 3.36 g) in methanol (150 ml) was heated under reflux for 60 h. After cooling to room temperature, the solution was concentrated in vacuo and the resulting residue partitioned between ethyl acetate (100 ml) and citric acid solution (0.5M, 75 ml). The aqueous layer was extracted with ethyl acetate (4×25 ml)... Starting materials: C1(CCCCC1)C=1C(=NC=C(C(=O)O)C1)OCC(F)(F)F (5-cyclohexyl-6-(2,2,2-trifluoro-ethoxy)-nicotinic acid), CC1=NOC(=N1)CN (3-methyl-1,2,4-oxadiazole-5-methanamine), solid. Yields the product C1(CCCCC1)C=1C(=NC=C(C(=O)NCC2=NC(=NO2)C)C1)OCC(F)(F)F (5-cyclohexyl-N-(3-methyl-[1,2,4]oxadiazol-5-ylmethyl)-6-(2,2,2-trifluoro-ethoxy)-nicotinamide). RXN SMILES: [CH:1]1([C:7]2[C:8]([O:16][CH2:17][C:18]([F:21])([F:20])[F:19])=[N:9][CH:10]=[C:11]([CH:15]=2)[C:12]([OH:14])=O)[CH2:6][CH2:5][CH2:4][CH2:3][CH2:2]1.[CH3:22][C:23]1[N:27]=[C:26]([CH2:28][NH2:29])[O:25][N:24]=1>>[CH:1]1([C:7]2[C:8]([O:16][CH2:17][C:18]([F:21])([F:20])[F:19])=[N:9][CH:10]=[C:11]([CH:15]=2)[C:12]([NH:29][CH2:28][C:26]2[O:25][N:24]=[C:23]([CH3:22])[N:27]=2)=[O:14])[CH2:2][CH2:3][CH2:4][CH2:5][CH2:6]1. Reported procedure: This compound was prepared following the same procedure as described in Example 11 using 5-cyclohexyl-6-(2,2,2-trifluoro-ethoxy)-nicotinic acid (Example 4b) (100 mg, 0.33 mmol) and 3-methyl-1,2,4-oxadiazole-5-methanamine (CAN 90928-92-0) (37 mg, 0.33 mmol) as starting materials; off white solid (30 mg, 22.9%). MS (ESI): 399 (M+H)+. Product: CC(C)(C)N(NCc1ccncc1)C(=O)c1ccccc1. As a reaction SMILES: [C:1]([CH3:2])([CH3:3])([CH3:4])[N:5]([NH2:6])[C:7]([c:8]1[cH:9][cH:10][cH:11][cH:12][cH:13]1)=[O:14].[CH2:18]([c:19]1[cH:20][cH:21][n:22][cH:23][cH:24]1)[Cl:25].[CH3:26][c:27]1[cH:28][cH:29][cH:30][cH:31][cH:32]1.[ClH:17].[Na+:16].[OH-:15]>>[C:1]([CH3:2])([CH3:3])([CH3:4])[N:5]([NH:6][CH2:18][c:19]1[cH:20][cH:21][n:22][cH:23][cH:24]1)[C:7]([c:8]1[cH:9][cH:10][cH:11][cH:12][cH:13]1)=[O:14]. The reactants are CC(C)(C)N(N)C(=O)c1ccccc1, ClCc1ccncc1, Cc1ccccc1, Cl, [Na+], [OH-].